From a dataset of the Open Reaction Database (ORD), a public repository of structured organic reaction records. describe an organic reaction: reactants, conditions, products, and yield Starting materials: C=C(C)c1ccc(C(=O)Cl)cc1, CCn1ccc2cnc(N)cc21, [H-], [Na+], c1ccncc1. Product: C=C(C)c1ccc(C(=O)Nc2cc3c(ccn3CC)cn2)cc1. RXN SMILES: [CH2:13]=[C:14]([CH3:15])[c:16]1[cH:17][cH:18][c:19]([C:20](=[O:21])[Cl:22])[cH:23][cH:24]1.[CH2:1]([CH3:2])[n:3]1[cH:4][cH:5][c:6]2[cH:7][n:8][c:9]([NH2:12])[cH:10][c:11]12.[H-:25].[Na+:26].[cH:27]1[cH:28][cH:29][n:30][cH:31][cH:32]1>>[CH2:1]([CH3:2])[n:3]1[cH:4][cH:5][c:6]2[cH:7][n:8][c:9]([NH:12][C:20]([c:19]3[cH:18][cH:17][c:16]([C:14](=[CH2:13])[CH3:15])[cH:24][cH:23]3)=[O:21])[cH:10][c:11]12. The reactants are Cl.COC([C@H](N)C)=O (D-alanine methyl ester hydrochloride), C(C1=CC=CC=C1)=O (benzaldehyde), C(#N)[BH3-].[Na+] (sodium cyanoborohydride). Run in CO (methanol). Run at time 3 hour. The product is COC([C@H](NCC1=CC=CC=C1)C)=O (N-benzyl-D-alanine methyl ester). RXN SMILES: Cl.[CH3:2][O:3][C:4](=[O:8])[C@@H:5]([CH3:7])[NH2:6].[CH:9](=O)[C:10]1[CH:15]=[CH:14][CH:13]=[CH:12][CH:11]=1.C([BH3-])#N.[Na+]>CO>[CH3:2][O:3][C:4](=[O:8])[C@@H:5]([CH3:7])[NH:6][CH2:9][C:10]1[CH:15]=[CH:14][CH:13]=[CH:12][CH:11]=1 |f:0.1,3.4|. Procedure: To a solution of D-alanine methyl ester hydrochloride (3.0 g, 21.5 mmol) in methanol (10 mL) is added benzaldehyde (2.3 mL, 22.6 mmol). The reaction mixture is stirred at room temperature for 3 hours. The solvent is then evaporated. To the resultant residue is added acetic acid (15 mL) and methanol (1 mL) followed by portionwise addition of sodium cyanoborohydride (1.35 g, 21.5 mmol) at room temperature. The mixture is stirred overnight, and then the solvent is evaporated. The remaining residue ... The reactants are CCCC[Sn](CCCC)(CCCC)C1=CCCS1(=O)=O, CN(C)C=O, O=c1c(C2=NS(=O)(=O)c3cc(I)ccc3N2)c(O)c2cccn2n1Cc1ccc(F)cc1, c1ccc(P(c2ccccc2)(c2ccccc2)[Pd](P(c2ccccc2)(c2ccccc2)c2ccccc2)(P(c2ccccc2)(c2ccccc2)c2ccccc2)P(c2ccccc2)(c2ccccc2)c2ccccc2)cc1. Product: O=c1c(C2=NS(=O)(=O)c3cc(C4=CCCS4(=O)=O)ccc3N2)c(O)c2cccn2n1Cc1ccc(F)cc1. As a reaction SMILES: [CH2:33]([Sn:34]([CH2:35][CH2:36][CH2:37][CH3:45])([C:38]1=[CH:42][CH2:41][CH2:40][S:39]1(=[O:43])=[O:44])[CH2:46][CH2:47][CH2:48][CH3:49])[CH2:50][CH2:51][CH3:52].[CH3:53][N:54]([CH3:55])[CH:56]=[O:57].[F:1][c:2]1[cH:3][cH:4][c:5]([CH2:6][n:7]2[n:8]3[c:9]([c:10]([OH:27])[c:11]([C:14]4=[N:15][S:16](=[O:25])(=[O:26])[c:17]5[c:18]([cH:20][cH:21][c:22]([I:24])[cH:23]5)[NH:19]4)[c:12]2=[O:13])[cH:28][cH:29][cH:30]3)[cH:31][cH:32]1.[cH:58]1[cH:59][cH:60][c:61]([P:62]([Pd:63]([P:64]([c:65]2[cH:66][cH:67][cH:68][cH:69][cH:70]2)([c:71]2[cH:72][cH:73][cH:74][cH:75][cH:76]2)[c:77]2[cH:78][cH:79][cH:80][cH:81][cH:82]2)([P:83]([c:84]2[cH:85][cH:86][cH:87][cH:88][cH:89]2)([c:90]2[cH:91][cH:92][cH:93][cH:94][cH:95]2)[c:96]2[cH:97][cH:98][cH:99][cH:100][cH:101]2)[P:102]([c:103]2[cH:104][cH:105][cH:106][cH:107][cH:108]2)([c:109]2[cH:110][cH:111][cH:112][cH:113][cH:114]2)[c:115]2[cH:116][cH:117][cH:118][cH:119][cH:120]2)([c:121]2[cH:122][cH:123][cH:124][cH:125][cH:126]2)[c:127]2[cH:128][cH:129][cH:130][cH:131][cH:132]2)[cH:133][cH:134]1>>[F:1][c:2]1[cH:3][cH:4][c:5]([CH2:6][n:7]2[n:8]3[c:9]([c:10]([OH:27])[c:11]([C:14]4=[N:15][S:16](=[O:25])(=[O:26])[c:17]5[c:18]([cH:20][cH:21][c:22]([C:38]6=[CH:42][CH2:41][CH2:40][S:39]6(=[O:43])=[O:44])[cH:23]5)[NH:19]4)[c:12]2=[O:13])[cH:28][cH:29][cH:30]3)[cH:31][cH:32]1. The reactants are resultant mixture, [OH-].[Na+] (sodium hydroxide), 100, FC(C(=O)OC)(S(=O)(=O)F)F (methyl difluoro(fluorosulfonyl)acetate), Cl (hydrochloric acid). The solvent is O (water). Yields the product 164.4, FC(C(=O)[O-])(S(=O)(=O)O)F.[Na+] (sodium difluorosulfoacetate). As a reaction SMILES: [OH-:1].[Na+:2].[F:3][C:4]([F:13])([S:9](F)(=[O:11])=[O:10])[C:5]([O:7]C)=[O:6].Cl>O>[F:3][C:4]([F:13])([S:9]([OH:1])(=[O:11])=[O:10])[C:5]([O-:7])=[O:6].[Na+:2] |f:0.1,5.6|. Procedure details: Under cooling with an ice bath, 230 parts of a 30 mass % aqueous sodium hydroxide solution was dripped into a mixture of 100 parts of methyl difluoro(fluorosulfonyl)acetate and 150 parts of ion-exchanged water. The resultant mixture was refluxed at 100° C. for three hours, was cooled, and was neutralized with 88 parts of concentrated hydrochloric acid. The obtained solution was concentrated to obtain 164.4 parts of sodium difluorosulfoacetate (which contains an inorganic salt, and the purity is ... Starting materials: C1(C=CC2=CC=CC=C12)O (racemic inden-1-ol), C(C)(=O)OC=C (vinyl acetate). The solvent is C(C)(C)(C)OC (t-butylmethyl ether). Conditions: temperature 37 celsius, time 7 day. The product is C(C)(=O)O[C@@H]1C=CC2=CC=CC=C12 ((R)-1-acetoxyindene), [C@@H]1(C=CC2=CC=CC=C12)O ((S)-inden-1-ol). Isolated yield 10.0%. RXN SMILES: [CH:1]1([OH:10])[C:9]2[C:4](=[CH:5][CH:6]=[CH:7][CH:8]=2)[CH:3]=[CH:2]1.[C:11](OC=C)(=[O:13])[CH3:12]>C(OC)(C)(C)C>[C:11]([O:10][C@H:1]1[C:9]2[C:4](=[CH:5][CH:6]=[CH:7][CH:8]=2)[CH:3]=[CH:2]1)(=[O:13])[CH3:12].[C@@H:1]1([OH:10])[C:9]2[C:4](=[CH:5][CH:6]=[CH:7][CH:8]=2)[CH:3]=[CH:2]1. Procedure: 100 mg (0.76 mmol) of racemic inden-1-ol, 0.13 mg (1.15 mmol) of vinyl acetate and 75.6 mg (100 mg of racemate/mmol) of lipase PS were suspended in 10 ml of t-butylmethyl ether and stirred at 37° C. for 7 days. After the end of the reaction, the suspension was filtered off to remove lipase. The filtrate was concentrated and the residue was subjected to silica gel column chromatography (eluate: ethyl acetate-hexane, 1:10 V/V), to separate into 50 mg (yield 38.0%, optical purity 22% ee) of (R)-1-a...